This data is from the Open Reaction Database (ORD), a public repository of structured organic reaction records. The task is: describe an organic reaction: reactants, conditions, products, and yield Starting materials: P(=O)(Cl)(Cl)Cl (phosphorus oxychloride), C[N+](=CCl)C.[Cl-] (Vilsmeier reagent), C(C)ON=C(C(=O)O)C=1N=C(SC1)NC=O (2-Ethoxyimino-2-(2-formamidothiazol-4-yl)acetic acid), NC1[C@@H]2N(C(=C(CS2)CSC=2SC=NN2)C(=O)O)C1=O (7-amino-3-(1,3,4-thiadiazol-2-yl)thiomethyl-3-cephem-4-carboxylic acid), C[Si](C)(C)CC(=O)N (trimethylsilylacetamide), C[Si](C)(C)C(C(=O)N)[Si](C)(C)C (bis-(trimethylsilyl)acetamide). The solvent is O (water), C(C)(=O)OCC (ethyl acetate), CN(C=O)C (dimethylformamide), C(C)(=O)OCC (ethyl acetate), C(C)(=O)OCC (ethyl acetate). Conditions: time 30 minute. The product is C(C)ON=C(C(=O)NC1[C@@H]2N(C(=C(CS2)CSC=2SC=NN2)C(=O)O)C1=O)C=1N=C(SC1)NC=O (7-[2-ethoxyimino-2-(2-formamidothiazol-4-yl)acetamido]-3-(1,3,4-thiadiazol-2-yl)thiomethyl-3-cephem-4-carboxylic acid). The yield is 37.0%. RXN SMILES: [CH2:1]([O:3][N:4]=[C:5]([C:9]1[N:10]=[C:11]([NH:14][CH:15]=[O:16])[S:12][CH:13]=1)[C:6]([OH:8])=O)[CH3:2].C[N+](C)=CCl.[Cl-].P(Cl)(Cl)(Cl)=O.[NH2:28][CH:29]1[C:46](=[O:47])[N:31]2[C:32]([C:43]([OH:45])=[O:44])=[C:33]([CH2:36][S:37][C:38]3[S:39][CH:40]=[N:41][N:42]=3)[CH2:34][S:35][C@H:30]12.C[Si](CC(N)=O)(C)C.C[Si](C([Si](C)(C)C)C(N)=O)(C)C>C(OCC)(=O)C.O.CN(C)C=O>[CH2:1]([O:3][N:4]=[C:5]([C:9]1[N:10]=[C:11]([NH:14][CH:15]=[O:16])[S:12][CH:13]=1)[C:6]([NH:28][CH:29]1[C:46](=[O:47])[N:31]2[C:32]([C:43]([OH:45])=[O:44])=[C:33]([CH2:36][S:37][C:38]3[S:39][CH:40]=[N:41][N:42]=3)[CH2:34][S:35][C@H:30]12)=[O:8])[CH3:2] |f:1.2|. Procedure details: 2-Ethoxyimino-2-(2-formamidothiazol-4-yl)acetic acid (syn isomer) (3.0 g.) and dry ethyl acetate (40 ml.) were added at 0° to 5° C. with stirring to a suspension of Vilsmeier reagent prepared from dry dimethylformamide (1.0 g.) and phosphorus oxychloride (2.1 g.) in dry ethyl acetate (4.0 ml.) by conventional method, and the resulting mixture was stirred for 30 minutes at the same temperature. The solution was added at -10° C. with stirring to a solution of 7-amino-3-(1,3,4-thiadiazol-2-yl)thiom... The product is FC(F)(F)c1cc(Nc2nc(Cl)ncc2Cl)n[nH]1. As a reaction SMILES: [CH3:26][CH2:27][OH:28].[Cl:11][c:12]1[n:13][cH:14][c:15]([Cl:19])[c:16]([Cl:18])[n:17]1.[F:1][C:2]([c:3]1[cH:4][c:5]([NH2:8])[n:6][nH:7]1)([F:9])[F:10].[Na+:20].[Na+:21].[O-:22][C:23](=[O:24])[O-:25]>>[F:1][C:2]([c:3]1[cH:4][c:5]([NH:8][c:16]2[c:15]([Cl:19])[cH:14][n:13][c:12]([Cl:11])[n:17]2)[n:6][nH:7]1)([F:9])[F:10]. Starting materials: CCO, Clc1ncc(Cl)c(Cl)n1, Nc1cc(C(F)(F)F)[nH]n1, [Na+], [Na+], O=C([O-])[O-]. The reactants are FC(C(=O)O)(F)F (Trifluoroacetic acid), C(C)(C)(C)OC(=O)N1CCC(CC1)OC1=NC=CC(=N1)NC1=C(C=CC(=C1)NC(=O)C1=CC(=NC=C1)N1CCOCC1)C (2(1-tert-butoxycarbonylpiperidin-4-yloxy)-4-[2-methyl-5-(2-morpholinopyrid-4-ylcarbonylamino)anilino]pyrimidine), resultant mixture. Run in C(Cl)Cl (methylene chloride). Product: CC1=C(NC2=NC(=NC=C2)OC2CCNCC2)C=C(C=C1)NC(=O)C1=CC(=NC=C1)N1CCOCC1 (4-[2-Methyl-5-(2-morpholinopyrid-4-ylcarbonylamino)anilino]-2-(piperidin-4-yloxy)pyrimidine). The yield is 36.9%. RXN SMILES: FC(F)(F)C(O)=O.C(OC([N:15]1[CH2:20][CH2:19][CH:18]([O:21][C:22]2[N:27]=[C:26]([NH:28][C:29]3[CH:34]=[C:33]([NH:35][C:36]([C:38]4[CH:43]=[CH:42][N:41]=[C:40]([N:44]5[CH2:49][CH2:48][O:47][CH2:46][CH2:45]5)[CH:39]=4)=[O:37])[CH:32]=[CH:31][C:30]=3[CH3:50])[CH:25]=[CH:24][N:23]=2)[CH2:17][CH2:16]1)=O)(C)(C)C>C(Cl)Cl>[CH3:50][C:30]1[CH:31]=[CH:32][C:33]([NH:35][C:36]([C:38]2[CH:43]=[CH:42][N:41]=[C:40]([N:44]3[CH2:49][CH2:48][O:47][CH2:46][CH2:45]3)[CH:39]=2)=[O:37])=[CH:34][C:29]=1[NH:28][C:26]1[CH:25]=[CH:24][N:23]=[C:22]([O:21][CH:18]2[CH2:17][CH2:16][NH:15][CH2:20][CH2:19]2)[N:27]=1. Procedure: Trifluoroacetic acid (5 ml) was added to a solution of 2(1-tert-butoxycarbonylpiperidin-4-yloxy)-4-[2-methyl-5-(2-morpholinopyrid-4-ylcarbonylamino)anilino]pyrimidine (0.212 g) in methylene chloride (5 ml) and the resultant mixture was stirred at ambient temperature for 2 hours. The mixture was evaporated and the residue was partitioned between methylene chloride and water. The aqueous phase was passed through an ion exchange column (isolute SCX column from International Sorbent Technology Limit... Reactants: CCOC(=O)c1nnc(N2CCN(C(=O)c3ccccc3C(F)(F)F)CC2)s1, CC(C)CCCN. The product is CC(C)CCCNC(=O)c1nnc(N2CCN(C(=O)c3ccccc3C(F)(F)F)CC2)s1. RXN SMILES: [CH2:8]([O:10][C:11](=[O:9])[c:13]1[s:14][c:15]([N:18]2[CH2:19][CH2:20][N:21]([C:24]([c:25]3[c:26]([C:31]([F:32])([F:33])[F:34])[cH:27][cH:28][cH:29][cH:30]3)=[O:35])[CH2:22][CH2:23]2)[n:16][n:17]1)[CH3:12].[CH3:1][CH:2]([CH2:3][CH2:4][CH2:5][NH2:6])[CH3:7]>>[CH3:1][CH:2]([CH2:3][CH2:4][CH2:5][NH:6][C:11](=[O:10])[c:13]1[s:14][c:15]([N:18]2[CH2:19][CH2:20][N:21]([C:24]([c:25]3[c:26]([C:31]([F:32])([F:33])[F:34])[cH:27][cH:28][cH:29][cH:30]3)=[O:35])[CH2:22][CH2:23]2)[n:16][n:17]1)[CH3:7]. Starting materials: OC=1C=C(C=CC1)C=CC(=O)C1=CC=CC=C1 (3-(3-hydroxy-phenyl)-1-phenyl-prop-2-en-1-one). Reagents/catalysts: [Pd] (Pd). Run in C1CCOC1 (THF). Product: OC=1C=C(C=CC1)CCC(=O)C1=CC=CC=C1 (3-(3-Hydroxy-phenyl)-1-phenyl-propan-1-one). As a reaction SMILES: [OH:1][C:2]1[CH:3]=[C:4]([CH:8]=[CH:9][C:10]([C:12]2[CH:17]=[CH:16][CH:15]=[CH:14][CH:13]=2)=[O:11])[CH:5]=[CH:6][CH:7]=1>[Pd].C1COCC1>[OH:1][C:2]1[CH:3]=[C:4]([CH2:8][CH2:9][C:10]([C:12]2[CH:17]=[CH:16][CH:15]=[CH:14][CH:13]=2)=[O:11])[CH:5]=[CH:6][CH:7]=1. Reported procedure: The title compound was prepared as described in General Method 3 from 3-(3-hydroxy-phenyl)-1-phenyl-prop-2-en-1-one (8.0 g, 35.7 mmol), 5% Pd on BaSO4 (0.4 g), and THF (100 mL) at a reaction time of 2 hours. The crude product was purified by silica gel chromatography, eluting with EtOAc:hexane (10:90 to 25:75) to give the title compound, m.p. 81°-83° C. Reactants: NC1=NC(=CC(=N1)N1CCC2(C[C@H](N(C2)C(=O)OC(C)(C)C)C(=O)OCC)CC1)O[C@@H](C(F)(F)F)C1=C(C=CC(=C1)Br)Br ((S)-2-tert-butyl 3-ethyl 8-(2-amino-6-((R)-1-(2,5-dibromophenyl)-2,2,2-trifluoroethoxy)pyrimidin-4-yl)-2,8-diazaspiro[4.5]decane-2,3-dicarboxylate), C1(=CC=CC=C1)B(O)O (phenyl boronic acid), Pd2(dppf)Cl2, C(=O)([O-])[O-].[Na+].[Na+] (Na2CO3). Run in O1CCOCC1 (dioxane). Conditions: temperature 90 celsius. The product is C1(=CC=CC=C1)C1=C(C=C(C=C1)C1=CC=CC=C1)[C@H](C(F)(F)F)OC1=CC(=NC(=N1)N)N1CCC2(C[C@H](N(C2)C(=O)OC(C)(C)C)C(=O)OCC)CC1 ((S)-2-tert-butyl 3-ethyl 8-(6-((R)-1-([1,1′:4′,1″-terphenyl]-2′-yl)-2,2,2-trifluoroethoxy)-2-aminopyrimidin-4-yl)-2,8-diazaspiro[4.5]decane-2,3-dicarboxylate). RXN SMILES: [NH2:1][C:2]1[N:7]=[C:6]([N:8]2[CH2:29][CH2:28][C:11]3([CH2:15][N:14]([C:16]([O:18][C:19]([CH3:22])([CH3:21])[CH3:20])=[O:17])[C@H:13]([C:23]([O:25][CH2:26][CH3:27])=[O:24])[CH2:12]3)[CH2:10][CH2:9]2)[CH:5]=[C:4]([O:30][C@H:31]([C:36]2[CH:41]=[C:40](Br)[CH:39]=[CH:38][C:37]=2Br)[C:32]([F:35])([F:34])[F:33])[N:3]=1.[C:44]1(B(O)O)[CH:49]=[CH:48][CH:47]=[CH:46][CH:45]=1.C([O-])([O-])=O.[Na+].[Na+]>O1CCOCC1>[C:44]1([C:37]2[CH:38]=[CH:39][C:40]([C:36]3[CH:41]=[CH:40][CH:39]=[CH:38][CH:37]=3)=[CH:41][C:36]=2[C@@H:31]([O:30][C:4]2[N:3]=[C:2]([NH2:1])[N:7]=[C:6]([N:8]3[CH2:29][CH2:28][C:11]4([CH2:15][N:14]([C:16]([O:18][C:19]([CH3:21])([CH3:20])[CH3:22])=[O:17])[C@H:13]([C:23]([O:25][CH2:26][CH3:27])=[O:24])[CH2:12]4)[CH2:10][CH2:9]3)[CH:5]=2)[C:32]([F:33])([F:34])[F:35])[CH:49]=[CH:48][CH:47]=[CH:46][CH:45]=1 |f:2.3.4|. Reported procedure: To a solution of (S)-2-tert-butyl 3-ethyl 8-(2-amino-6-((R)-1-(2,5-dibromophenyl)-2,2,2-trifluoroethoxy)pyrimidin-4-yl)-2,8-diazaspiro[4.5]decane-2,3-dicarboxylate (660 mg, 0.95 mmol) in dioxane (12 mL) was added phenyl boronic acid (290 mg, 2.4 mmol), Pd2(dppf)Cl2 (70 mg, 0.095 mmol), and Na2CO3 (6.0 mL, 2.0 M, aq). The reaction mixture was heated to 90° C. for 2 h, then cooled to RT, concentrated in vacuo, and extracted with CH2Cl2. The combined organic layers were washed with brine, and dried...